From a dataset of the Open Reaction Database (ORD), a public repository of structured organic reaction records. describe an organic reaction: reactants, conditions, products, and yield The reactants are C1CCOC1, CC(O)C#Cc1ccc(Cl)cc1, O=C1NC(=O)c2ccccc21, CCOC(=O)N=NC(=O)OCC, c1ccc(P(c2ccccc2)c2ccccc2)cc1. The product is CC(C#Cc1ccc(Cl)cc1)N1C(=O)c2ccccc2C1=O. As a reaction SMILES: [CH2:55]1[O:56][CH2:57][CH2:58][CH2:59]1.[Cl:1][c:2]1[cH:3][cH:4][c:5]([C:8]#[C:9][CH:10]([CH3:11])[OH:12])[cH:6][cH:7]1.[O:13]=[C:14]1[NH:15][C:16](=[O:17])[c:18]2[cH:19][cH:20][cH:21][cH:22][c:23]21.[O:43]=[C:44]([O:45][CH2:46][CH3:47])[N:48]=[N:49][C:50]([O:51][CH2:52][CH3:53])=[O:54].[c:24]1([P:25]([c:26]2[cH:27][cH:28][cH:29][cH:30][cH:31]2)[c:32]2[cH:33][cH:34][cH:35][cH:36][cH:37]2)[cH:38][cH:39][cH:40][cH:41][cH:42]1>>[Cl:1][c:2]1[cH:3][cH:4][c:5]([C:8]#[C:9][CH:10]([CH3:11])[N:15]2[C:14](=[O:13])[c:23]3[c:18]([cH:19][cH:20][cH:21][cH:22]3)[C:16]2=[O:17])[cH:6][cH:7]1. The reactants are O=C(O)C(F)(F)F, [Na+], O=C(Nc1ccc(C2CCC3(CC2)OCCO3)nc1)OCc1ccccc1, [OH-], O. The product is O=C1CCC(c2ccc(NC(=O)OCc3ccccc3)cn2)CC1. As a reaction SMILES: [F:28][C:29]([F:30])([F:31])[C:32]([OH:33])=[O:34].[Na+:36].[O:1]1[CH2:3][CH2:2][O:4][C:5]12[CH2:6][CH2:7][CH:8]([c:11]1[cH:12][cH:13][c:14]([NH:17][C:18]([O:19][CH2:20][c:21]3[cH:22][cH:23][cH:24][cH:25][cH:26]3)=[O:27])[cH:15][n:16]1)[CH2:9][CH2:10]2.[OH-:35].[OH2:37]>>[O:4]=[C:5]1[CH2:6][CH2:7][CH:8]([c:11]2[cH:12][cH:13][c:14]([NH:17][C:18]([O:19][CH2:20][c:21]3[cH:22][cH:23][cH:24][cH:25][cH:26]3)=[O:27])[cH:15][n:16]2)[CH2:9][CH2:10]1. The reactants are C([O-])(O)=O.[Na+] (sodium bicarbonate), ClCCl (dichloromethane), B(Br)(Br)Br (boron tribromide), C(C1=CC=CC=C1)OC=1C(=NC(=CC1)C)C=CC1=CC=CC=C1 (3-benzyloxy-6-methyl-2-styrylpyridine). Solvent: ClCCCl (1,2-dichloroethane). Reaction conditions: temperature 50 celsius. The product is OC=1C(=NC(=CC1)C)C=CC1=CC=CC=C1 (3-Hydroxy-6-methyl-2-styrylpyridine). Isolated yield 32.6%. As a reaction SMILES: C([O:8][C:9]1[C:10]([CH:16]=[CH:17][C:18]2[CH:23]=[CH:22][CH:21]=[CH:20][CH:19]=2)=[N:11][C:12]([CH3:15])=[CH:13][CH:14]=1)C1C=CC=CC=1.ClCCl.B(Br)(Br)Br.C(=O)(O)[O-].[Na+]>ClCCCl>[OH:8][C:9]1[C:10]([CH:16]=[CH:17][C:18]2[CH:19]=[CH:20][CH:21]=[CH:22][CH:23]=2)=[N:11][C:12]([CH3:15])=[CH:13][CH:14]=1 |f:3.4|. Reported procedure: 875 mg of 3-benzyloxy-6-methyl-2-styrylpyridine (Example 57a) was dissolved in 15 ml of 1,2-dichloroethane and 1.2 ml of a dichloromethane solution containing 1.0 mol of boron tribromide was added thereto in a nitrogen atmosphere, followed by heating under stirring at 50° C. in an oil bath over night. After cooling as it was, an aqueous saturated sodium bicarbonate solution was added thereto, and the mixture was extracted with 5% methanol/dichloromethane. The organic phase was further washed wit... The reactants are CC1(OCC(CO1)(N)C1=CC2=CC=C(C=C2C=C1)OC1=CC=C(C=C1)OC1=CC=CC=C1)C (2,2-dimethyl-5-(6-(4-phenoxyphenoxy)naphthalen-2-yl)-1,3-dioxan-5-amine), C(C1=CC=CC=C1)OC1=CC=C(OC=2C=C3C=CC(=CC3=CC2)C2(COC(OC2)(C)C)[N+](=O)[O-])C=C1 (5-(6-(4-(benzyloxy)phenoxy)naphthalen-2-yl)-2,2-dimethyl-5-nitro-1,3-dioxane). Product: C(C1=CC=CC=C1)OC1=CC=C(OC=2C=C3C=CC(=CC3=CC2)C2(COC(OC2)(C)C)N)C=C1 (5-(6-(4-(benzyloxy)phenoxy)naphthalen-2-yl)-2,2-dimethyl-1,3-dioxan-5-amine). Isolated yield 81.0%. RXN SMILES: CC1(C)OCC(C2C=CC3C(=CC=C(OC4C=CC(OC5C=CC=CC=5)=CC=4)C=3)C=2)(N)CO1.[CH2:34]([O:41][C:42]1[CH:69]=[CH:68][C:45]([O:46][C:47]2[CH:48]=[C:49]3[C:54](=[CH:55][CH:56]=2)[CH:53]=[C:52]([C:57]2([N+:65]([O-])=O)[CH2:62][O:61][C:60]([CH3:64])([CH3:63])[O:59][CH2:58]2)[CH:51]=[CH:50]3)=[CH:44][CH:43]=1)[C:35]1[CH:40]=[CH:39][CH:38]=[CH:37][CH:36]=1>>[CH2:34]([O:41][C:42]1[CH:69]=[CH:68][C:45]([O:46][C:47]2[CH:48]=[C:49]3[C:54](=[CH:55][CH:56]=2)[CH:53]=[C:52]([C:57]2([NH2:65])[CH2:58][O:59][C:60]([CH3:64])([CH3:63])[O:61][CH2:62]2)[CH:51]=[CH:50]3)=[CH:44][CH:43]=1)[C:35]1[CH:36]=[CH:37][CH:38]=[CH:39][CH:40]=1. Procedure details: 5-(6-(4-(benzyloxy)phenoxy)naphthalen-2-yl)-2,2-dimethyl-1,3-dioxan-5-amine was synthesized as per 2,2-dimethyl-5-(6-(4-phenoxyphenoxy)naphthalen-2-yl)-1,3-dioxan-5-amine (Example 344) in 81% yield using 5-(6-(4-(benzyloxy)phenoxy)naphthalen-2-yl)-2,2-dimethyl-5-nitro-1,3-dioxane as starting material. Starting materials: CC1=C(C#N)C=CC(=C1)CC=O (2-methyl-4-(2-oxoethyl)benzonitrile), [N+](=O)([O-])C1=CC=C(C=C1)CCN1CCNCC1 (1-[2-(4-nitrophenyl)ethyl]piperazine), [BH-](OC(=O)C)(OC(=O)C)OC(=O)C.[Na+] (NaBH(OAc)3). Reagents/catalysts: CC(=O)O (HOAc). Solvent: CO (methanol). Run at time 1 hour. Product: CC1=C(C#N)C=CC(=C1)CCN1CCN(CC1)CCC1=CC=C(C=C1)[N+](=O)[O-] (2-Methyl-4-(2-{4-[2-(4-nitrophenyl)ethyl]piperazin-1-yl}ethyl)benzonitrile). As a reaction SMILES: [CH3:1][C:2]1[CH:9]=[C:8]([CH2:10][CH:11]=O)[CH:7]=[CH:6][C:3]=1[C:4]#[N:5].[N+:13]([C:16]1[CH:21]=[CH:20][C:19]([CH2:22][CH2:23][N:24]2[CH2:29][CH2:28][NH:27][CH2:26][CH2:25]2)=[CH:18][CH:17]=1)([O-:15])=[O:14].[BH-](OC(C)=O)(OC(C)=O)OC(C)=O.[Na+]>CO.CC(O)=O>[CH3:1][C:2]1[CH:9]=[C:8]([CH2:10][CH2:11][N:27]2[CH2:28][CH2:29][N:24]([CH2:23][CH2:22][C:19]3[CH:18]=[CH:17][C:16]([N+:13]([O-:15])=[O:14])=[CH:21][CH:20]=3)[CH2:25][CH2:26]2)[CH:7]=[CH:6][C:3]=1[C:4]#[N:5] |f:2.3|. Procedure details: A solution of 2-methyl-4-(2-oxoethyl)benzonitrile (130 mg, 0.8 mmol), 1-[2-(4-nitrophenyl)ethyl]piperazine (190 mg, 0.8 mmol) in 25 mL of dry methanol were added 2 drop of HOAc and then stirred at room temperature for 1 hr. Then NaBH(OAc)3 (380 mg, 1.8 mmol) was added an the then the mixture was stirred overnight. Concentrated and the residue was purified via prep-TLC to give 2-Methyl-4-(2-{4-[2-(4-nitrophenyl)ethyl]piperazin-1-yl}ethyl)benzonitrile. 1H-NMR (300 MHz, CDCl3) δ ppm 8.15 (d, J=8.6 ... Starting materials: ClS(=O)(=O)N=C=O (Chlorosulfonylisocyanate), O1C=CC=C1 (furan), CC1(OB(OC1(C)C)C1=COC=C1)C (3-(4,4,5,5-Tetramethyl-[1,3,2]dioxaborolan-2-yl)-furan). The solvent is C(C)#N (acetonitrile), O (water), C(Cl)Cl (DCM), C(C)#N (acetonitrile), O (water). Reaction conditions: time 8 hour. Yields the product CC1(OB(OC1(C)C)C=1C=C(OC1)C(=O)N)C (4-(4,4,5,5-Tetramethyl-[1,3,2]dioxaborolan-2-yl)-furan-2-carboxylic acid amide). Isolated yield 49.1%. As a reaction SMILES: [CH3:1][C:2]1([CH3:14])[C:6]([CH3:8])([CH3:7])[O:5][B:4]([C:9]2[CH:13]=[CH:12][O:11][CH:10]=2)[O:3]1.ClS([N:19]=[C:20]=[O:21])(=O)=O.O1C=CC=C1>C(#N)C.O.C(Cl)Cl>[CH3:8][C:6]1([CH3:7])[C:2]([CH3:14])([CH3:1])[O:3][B:4]([C:9]2[CH:13]=[C:12]([C:20]([NH2:19])=[O:21])[O:11][CH:10]=2)[O:5]1. Reported procedure: 3-(4,4,5,5-Tetramethyl-[1,3,2]dioxaborolan-2-yl)-furan (5.0 g, 25.77 mmol) is dissolved in dry acetonitrile (30 mL). Chlorosulfonylisocyanate (5.47 g, 38.65 mmol, 1.5 equiv.) in solution in dry acetonitrile (20 mL) is added in one portion at room temperature to the furan producing a pink solution that subsides overnight to turn yellow. The resulting solution is cooled with an ice bath and water (5 mL) is added, causing an exotherm. The resulting mixture is partitionned between DCM (100 mL) and w...